Dataset: the Open Reaction Database (ORD), a public repository of structured organic reaction records. Task: describe an organic reaction: reactants, conditions, products, and yield Starting materials: CC=1C=C(C(=NC1C)OC)NC(OC1=CC=CC=C1)=S (Phenyl N-(5,6-dimethyl-2-methoxypyridin-3-yl)thiocarbamate), CC=1C=C(C=C(C1)C)N1CCNCC1 (1-(3,5-dimethylphenyl)piperazine), C1CCC2=NCCCN2CC1 (DBU). Solvent: O1CCCC1 (tetrahydrofuran). Reaction conditions: time 2 hour. The product is CC=1C=C(C(=NC1C)OC)NC(=S)N1CCN(CC1)C1=CC(=CC(=C1)C)C (1-[(5,6-Dimethyl-2-methoxypyridin-3-yl)aminothiocarbonyl]-4-(3,5-dimethylphenyl)piperazine). Isolated yield 50.0%. As a reaction SMILES: [CH3:1][C:2]1[CH:3]=[C:4]([NH:11][C:12](=[S:20])OC2C=CC=CC=2)[C:5]([O:9][CH3:10])=[N:6][C:7]=1[CH3:8].[CH3:21][C:22]1[CH:23]=[C:24]([N:29]2[CH2:34][CH2:33][NH:32][CH2:31][CH2:30]2)[CH:25]=[C:26]([CH3:28])[CH:27]=1.C1CCN2C(=NCCC2)CC1>O1CCCC1>[CH3:1][C:2]1[CH:3]=[C:4]([NH:11][C:12]([N:32]2[CH2:33][CH2:34][N:29]([C:24]3[CH:25]=[C:26]([CH3:28])[CH:27]=[C:22]([CH3:21])[CH:23]=3)[CH2:30][CH2:31]2)=[S:20])[C:5]([O:9][CH3:10])=[N:6][C:7]=1[CH3:8]. Procedure details: Phenyl N-(5,6-dimethyl-2-methoxypyridin-3-yl)thiocarbamate(200 mg, 0.7 mmol) and 1-(3,5-dimethylphenyl)piperazine(154 mg 0.7 mmol) were dissolved in anhydrous tetrahydrofuran and DBU(106 mg) was added thereto. The mixture was stirred at room temperature for 2 hours and concentrated under the reduced pressure to remove the solvent. The concentrate was purified by column chromatography(ethylacetate:hexane=1:2) to obtain the titled compound. Starting materials: CC(C)([O-])C.[K+] (Potassium tert-butoxide), CNC=1SC(=C(N1)C=O)C1=CC=NC=C1 (2-methylamino-5-(4-pyridyl)-4-thiazolecarbaldehyde), ice water. Reagents/catalysts: [Br-].C[P+](C1=CC=CC=C1)(C1=CC=CC=C1)C1=CC=CC=C1 (methyltriphenylphosphonium bromide). Run in CS(=O)C (dimethyl sulfoxide). Reaction conditions: time 5 hour. The product is CNC=1SC(=C(N1)C=C)C1=CC=NC=C1 (2-methylamino-5-(4-pyridyl)-4-vinylthiazole). The yield is 27.1%. RXN SMILES: [CH3:1]C(C)([O-])C.[K+].[CH3:7][NH:8][C:9]1[S:10][C:11]([C:16]2[CH:21]=[CH:20][N:19]=[CH:18][CH:17]=2)=[C:12]([CH:14]=O)[N:13]=1>[Br-].C[P+](C1C=CC=CC=1)(C1C=CC=CC=1)C1C=CC=CC=1.CS(C)=O>[CH3:7][NH:8][C:9]1[S:10][C:11]([C:16]2[CH:21]=[CH:20][N:19]=[CH:18][CH:17]=2)=[C:12]([CH:14]=[CH2:1])[N:13]=1 |f:0.1,3.4|. Reported procedure: Potassium tert-butoxide (1.46 g) was added to a solution of 2-methylamino-5-(4-pyridyl)-4-thiazolecarbaldehyde (1.9 g) and methyltriphenylphosphonium bromide (4.66 g) in dimethyl sulfoxide (87 ml) and the mixture was stirred for 5 hours at ambient temperature. The reaction mixture was poured into ice-water (300 ml) and extracted with ethyl acetate (100 ml×2). The extract was washed with a saturated aqueous solution of sodium chloride (100 ml) and dried over magnesium sulfate. Solvent was distill... As a reaction SMILES: [CH:1]12[CH2:11][CH:6]3[CH2:7][CH:8]([CH2:10][CH:3]([NH:4][C:5]3=[S:12])[CH2:2]1)[CH2:9]2.[CH3:13][I:14]>CO>[IH:14].[CH3:13][S:12][C:5]1[CH:6]2[CH2:11][CH:1]3[CH2:9][CH:8]([CH2:10][CH:3]([CH2:2]3)[N:4]=1)[CH2:7]2 |f:3.4|. The reactants are C12CC3NC(C(CC(C1)C3)C2)=S (4-Azatricyclo[4.3.1.13,8 ]undecane-5-thione), CI (methyl iodide). Product: I.CSC1=NC2CC3CC(CC1C3)C2 (5-Methylthio-4-azatricyclo[4.3.1.13,8 ]undec-4-ene Hydroiodide). The yield is 77.3%. The solvent is CO (methanol). Procedure details: A mixture of the 5-thione derivative 5c (1.45 gram, 8 mmol) and methyl iodide (1.21 gram, 8.5 mmol) in 100 ml methanol was refluxed for 6 hours. The solvent was evaporated to dryness leaving the hydroiodide salt 6 (2 grams) as a white solid. Melting point 235°-238° C. (recrystallized from absolute ethanol). Reactants: C1(=CC=CC=C1O)C (o-cresol), BrCC(=O)OCC (ethyl bromoacetate), C(=O)([O-])[O-].[K+].[K+] (K2CO3), [OH-].[Na+] (NaOH), Cl (HCl). Solvent: CC#N (MeCN), O.CCO (H2O EtOH). Conditions: temperature 80 celsius, time 4 hour. Product: C1(=C(C=CC=C1)OCC(=O)O)C (2-(o-tolyloxy)acetic acid). RXN SMILES: [C:1]1([CH3:8])[C:6]([OH:7])=[CH:5][CH:4]=[CH:3][CH:2]=1.Br[CH2:10][C:11]([O:13]CC)=[O:12].C([O-])([O-])=O.[K+].[K+].[OH-].[Na+].Cl>CC#N.O.CCO>[C:1]1([CH3:8])[CH:2]=[CH:3][CH:4]=[CH:5][C:6]=1[O:7][CH2:10][C:11]([OH:13])=[O:12] |f:2.3.4,5.6,9.10|. Procedure details: To a stirred solution of o-cresol (200 mg, 1.85 mmol) in MeCN (5 mL) was added ethyl bromoacetate (461 mg, 2.78 mmol) and K2CO3 (766 mg, 5.55 mmol). The mixture was stirred at 80° C. for 4 hours. The mixture was filtered and the filtrate concentrated. NaOH (150 mg, 3.70 mmol) and H2O/EtOH (1:1, 10 mL) was then added to the mixture and the mixture stirred at 50° C. for 4 hours. After cooling, the mixture was acidified by adding 1M HCl then extracted with ethyl acetate (2×30 mL). The combined orga... The reactants are C(CC)(=O)C=1C=NC=CC1 (3-propionylpyridine), C(C1=CC=CC=C1)(=O)NN (benzhydrazide). Run in C(C)O (ethanol). The product is N1=CC(=CC=C1)C(CC)=NNC(C1=CC=CC=C1)=O (benzoic acid [1-(3-pyridinyl)propylidene]hydrazide). The yield is 80.4%. As a reaction SMILES: [C:1]([C:5]1[CH:6]=[N:7][CH:8]=[CH:9][CH:10]=1)(=O)[CH2:2][CH3:3].[C:11]([NH:19][NH2:20])(=[O:18])[C:12]1[CH:17]=[CH:16][CH:15]=[CH:14][CH:13]=1>C(O)C>[N:7]1[CH:8]=[CH:9][CH:10]=[C:5]([C:1](=[N:20][NH:19][C:11](=[O:18])[C:12]2[CH:17]=[CH:16][CH:15]=[CH:14][CH:13]=2)[CH2:2][CH3:3])[CH:6]=1. Procedure: A mixture of 6.76 gm (0.05 mole) of 3-propionylpyridine, 6.81 gm (0.05 mole) of benzhydrazide and 100 ml of absolute ethanol is refluxed 8.5 hr. The hot solution is filtered. The filtrate is cooled to room temperature and then chilled. The crystals that separate are collected and dried to yield 10.18 gm (80%) of the title compound having a melting point of 169.4° C. RXN SMILES: [CH:1]([N:4]1[C:13]2[C:8](=[CH:9][C:10]3[O:16][CH2:15][CH2:14][C:11]=3[CH:12]=2)[CH:7]([C:17]2[CH:22]=[CH:21][CH:20]=[CH:19][CH:18]=2)[NH:6][C:5]1=[O:23])([CH3:3])[CH3:2].O1CCOCC1.[Mn]([O-])(=O)(=O)=O.[K+].C=O>O>[CH:1]([N:4]1[C:13]2[C:8](=[CH:9][C:10]3[O:16][CH2:15][CH2:14][C:11]=3[CH:12]=2)[C:7]([C:17]2[CH:18]=[CH:19][CH:20]=[CH:21][CH:22]=2)=[N:6][C:5]1=[O:23])([CH3:3])[CH3:2] |f:2.3|. Reactants: C(C)(C)N1C(NC(C2=CC3=C(C=C12)CCO3)C3=CC=CC=C3)=O (1-isopropyl-3,4,7,8-tetrahydro-4-phenyl-furo[2,3-g]quinazolin-2(1H)-one), C=O (formalin), O1CCOCC1 (dioxane), [Mn](=O)(=O)(=O)[O-].[K+] (potassium permanganate). Procedure details: To a stirred solution of 4.6 g. of 1-isopropyl-3,4,7,8-tetrahydro-4-phenyl-furo[2,3-g]quinazolin-2(1H)-one in 200 ml. of dioxane cooled to 5°±5°C. is added dropwise a solution of 3.0 g. of potassium permanganate in 140 ml. of water. After the addition is completed 1.5 ml. of formalin solution is added. The resulting precipitated solids are removed by filtration and the filtrate concentrated in vacuo to obtain an oil of 1-isopropyl-7,8-dihydro-4-phenyl-furo[2,3-g]quinazolin-2(1H)-one. The solvent is O (water). Yields the product C(C)(C)N1C(N=C(C2=CC3=C(C=C12)CCO3)C3=CC=CC=C3)=O (1-isopropyl-7,8-dihydro-4-phenyl-furo[2,3-g]quinazolin-2(1H)-one). Product: C(CC(=O)O)C=O (Succinic semialdehyde), O=C(C(=O)[O-])CCC(=O)[O-] (alpha-ketoglutarate). Reported procedure: The routes detailed in FIG. 12 are able to achieve the maximum theoretical 6-ACA yield of 0.8 moles 6-ACA per mole glucose utilized. The energetic yield is also favorable, with a maximum of 1.6 moles ATP per mole glucose utilized at the maximum product yield. The following assumptions were used to calculate yield: 1) phosphoenolpyruvate (PEP) carboxykinase is able to operate in the ATP-generating direction, 2) NH4 and 6-ACA are transported into the cell by proton antiport, and 3) succinic semial... The reactants are CC(C)(COP(=O)(O)OP(=O)(O)OC[C@@H]1[C@H]([C@H]([C@@H](O1)N2C=NC3=C2N=CN=C3N)O)OP(=O)(O)O)[C@H](C(=O)NCCC(=O)NCCS)O (CoA), C(CCC(=O)O)(=O)SCCNC(CCNC([C@@H](C(COP(OP(OC[C@@H]1[C@H]([C@H]([C@@H](O1)N1C=NC=2C(N)=NC=NC12)O)OP(=O)(O)O)(=O)O)(=O)O)(C)C)O)=O)=O (succinyl-CoA), C(CC(=O)O)C=O (Succinic semialdehyde), NAD(P)H, C(CC(=O)O)C=O (succinic semialdehyde). As a reaction SMILES: [CH2:1]([CH:6]=[O:7])[CH2:2][C:3]([OH:5])=[O:4].CC([C@@H](O)C(NCCC(NCCS)=O)=O)(COP(OP(OC[C@H]1O[C@@H](N2C3N=CN=C(N)C=3N=C2)[C@H](O)[C@@H]1OP(O)(O)=O)(O)=O)(O)=O)C.C(SCCNC(=O)CCNC(=O)[C@H](O)C(C)(C)COP(O)(=O)OP(O)(=O)OC[C@H]1O[C@@H](N2C3N=CN=C(N)C=3N=C2)[C@H](O)[C@@H]1OP(O)(O)=O)(=O)CC[C:59]([OH:61])=[O:60]>>[CH2:1]([CH:6]=[O:7])[CH2:2][C:3]([OH:5])=[O:4].[O:7]=[C:6]([CH2:1][CH2:2][C:3]([O-:5])=[O:4])[C:59]([O-:61])=[O:60]. Starting materials: BrC1=C(N=CN1C)C1=NC=CC(=C1)C#N (2-(5-bromo-1-methyl-1H-imidazol-4-yl)pyridine-4-carbonitrile), C(C)(C)(C)C1=CC=C(C=C1)B(O)O (4-tert-butylphenylboronic acid). Product: C(C)(C)(C)C1=CC=C(C=C1)C1=C(N=CN1C)C1=NC=CC(=C1)C#N (2-[5-(4-tert-butylphenyl)-1-methyl-1H-imidazol-4-yl]pyridine-4-carbonitrile). As a reaction SMILES: Br[C:2]1[N:6]([CH3:7])[CH:5]=[N:4][C:3]=1[C:8]1[CH:13]=[C:12]([C:14]#[N:15])[CH:11]=[CH:10][N:9]=1.[C:16]([C:20]1[CH:25]=[CH:24][C:23](B(O)O)=[CH:22][CH:21]=1)([CH3:19])([CH3:18])[CH3:17]>>[C:16]([C:20]1[CH:25]=[CH:24][C:23]([C:2]2[N:6]([CH3:7])[CH:5]=[N:4][C:3]=2[C:8]2[CH:13]=[C:12]([C:14]#[N:15])[CH:11]=[CH:10][N:9]=2)=[CH:22][CH:21]=1)([CH3:19])([CH3:18])[CH3:17]. Procedure: The title compound was prepared from 2-(5-bromo-1-methyl-1H-imidazol-4-yl)pyridine-4-carbonitrile and 4-tert-butylphenylboronic acid according to the procedure for the preparation of Example 3, part A. [M+H] Calc'd for C20H20N4, 317. Found, 317.